This data is from the Open Reaction Database (ORD), a public repository of structured organic reaction records. The task is: describe an organic reaction: reactants, conditions, products, and yield The reactants are CC1=CC=C(C=C1)C1=CC=C(S1)/C=C/C(=O)O ((E)-3-[5-(4-methylphenyl)-thiophen-2-yl]acrylic acid), ON1N=NC2=C1C=CC=C2 (1-hydroxybenzotriazole), Cl.C(C)N=C=NCCCN(C)C (1-ethyl-3-(3′-dimethylaminopropyl)carbodiimide hydrochloride), Cl.Cl.CN(C1CCOCC1)C[C@@H]1CC[C@H](CC1)N (trans-4-[N-methyl-N-(tetrahydropyran-4-yl)aminomethyl]cyclohexylamine dihydrochloride), C1CCC2=NCCCN2CC1 (1,8-diazabicyclo[5,4,0]-7-undecene). Solvent: C(C)#N (acetonitrile), C(C)#N (acetonitrile), C(C)N(CC)CC (triethylamine). Conditions: time 2 hour. Yields the product CN(C1CCOCC1)CC1(CCCCC1)C=1C=C(SC1C1=CC=C(C=C1)C)C=CC(=O)N (4-(N-methyl-N-(tetrahydropyran-4-yl)aminomethylcyclohexyl]-3-[5-(4-methylphenyl)thiophen-2-yl]acrylamide). Yield: 66.4%. As a reaction SMILES: [CH3:1][C:2]1[CH:7]=[CH:6][C:5]([C:8]2[S:12][C:11](/[CH:13]=[CH:14]/[C:15]([OH:17])=O)=[CH:10][CH:9]=2)=[CH:4][CH:3]=1.O[N:19]1C2C=CC=CC=2N=N1.Cl.C(N=C=NCCCN(C)C)C.Cl.Cl.[CH3:42][N:43]([CH2:50][C@H:51]1[CH2:56][CH2:55][C@H:54](N)[CH2:53][CH2:52]1)[CH:44]1[CH2:49][CH2:48][O:47][CH2:46][CH2:45]1.C1CCN2C(=NCCC2)CC1>C(#N)C.C(N(CC)CC)C>[CH3:42][N:43]([CH2:50][C:51]1([C:9]2[CH:10]=[C:11]([CH:13]=[CH:14][C:15]([NH2:19])=[O:17])[S:12][C:8]=2[C:5]2[CH:4]=[CH:3][C:2]([CH3:1])=[CH:7][CH:6]=2)[CH2:52][CH2:53][CH2:54][CH2:55][CH2:56]1)[CH:44]1[CH2:49][CH2:48][O:47][CH2:46][CH2:45]1 |f:2.3,4.5.6|. Procedure: Into a suspension of (E)-3-[5-(4-methylphenyl)-thiophen-2-yl]acrylic acid (200 mg) and 1-hydroxybenzotriazole (166 mg) in acetonitrile (10 ml) was added at room temperature 1-ethyl-3-(3′-dimethylaminopropyl)carbodiimide hydrochloride (235 mg), and the resulting mixture was stirred for 2 hours. Into the reaction mixture was added a solution of trans-4-[N-methyl-N-(tetrahydropyran-4-yl)aminomethyl]cyclohexylamine dihydrochloride (368 mg), triethylamine (0.23 ml) and 1,8-diazabicyclo[5,4,0]-7-undec... Starting materials: CCN1C=C(C(=O)C2=C1N=C(N=C2)N3CCNCC3)C(=O)O (Pipemidic acid), FC=1C=C(C=CC1)N=C=S (3-fluorophenyl isothiocyanate). Product: FC=1C=C(C=CC1)NC(=S)N1CCN(CC1)C=1N=CC2=C(N1)N(C=C(C2=O)C(=O)O)CC (2-(4-{[(3-fluorophenyl)amino]carbonothioyl}-1-piperazinyl)-8-ethyl-5-oxo-5,8-dihydropyrido[2,3-d]pyrimidine-6-carboxylic acid). RXN SMILES: [CH3:1][CH2:2][N:3]1[C:9]2[N:10]=[C:11]([N:14]3[CH2:19][CH2:18][NH:17][CH2:16][CH2:15]3)[N:12]=[CH:13][C:8]=2[C:6](=[O:7])[C:5]([C:20]([OH:22])=[O:21])=[CH:4]1.[F:23][C:24]1[CH:25]=[C:26]([N:30]=[C:31]=[S:32])[CH:27]=[CH:28][CH:29]=1>>[F:23][C:24]1[CH:25]=[C:26]([NH:30][C:31]([N:17]2[CH2:18][CH2:19][N:14]([C:11]3[N:12]=[CH:13][C:8]4[C:6](=[O:7])[C:5]([C:20]([OH:22])=[O:21])=[CH:4][N:3]([CH2:2][CH3:1])[C:9]=4[N:10]=3)[CH2:15][CH2:16]2)=[S:32])[CH:27]=[CH:28][CH:29]=1. Procedure details: Pipemidic acid (25 mg, 0.0824 mmol) and 3-fluorophenyl isothiocyanate (9.9 μL, 0.0824 mmol) were used. Purification on silica yielded compound 25 in Table 1, below (22 mg, 59%). 1H NMR (300 MHz, CDCl3) δ 9.32 (s, 1H), 8.66 (s, 1H), 7.41 (s, 1H), 7.37-7.27 (m, 1H), 6.96 (t, J=7.39, 2H), 6.88 (t, J=7.67 Hz, 1H), 4.38-4.27 (m, 2H), 4.27-3.91 (m, 8H), 1.54-1.43 (m, 3H) ppm. The reactants are S(=O)(Cl)Cl (thionyl chloride), C(C)OP(OCC)(=O)C(C1=CC=C(C=C1)OC(F)(F)F)O (4-trifluoromethoxy-α-hydroxy-benzylphosphonic acid diethyl ester), C(Cl)Cl (methylene chloride), N1=CC=CC=C1 (pyridine), ice water. The solvent is O (water). Reaction conditions: temperature 50 celsius, time 12 hour. Product: C(C)OP(OCC)(=O)C(C1=CC=C(C=C1)OC(F)(F)F)Cl (4-trifluoromethoxy-α-chloro-benzyl-phosphonic acid diethyl ester). Yield: 77.1%. RXN SMILES: S(Cl)(Cl)=O.[CH2:5]([O:7][P:8]([CH:13](O)[C:14]1[CH:19]=[CH:18][C:17]([O:20][C:21]([F:24])([F:23])[F:22])=[CH:16][CH:15]=1)(=[O:12])[O:9][CH2:10][CH3:11])[CH3:6].C(Cl)[Cl:27].N1C=CC=CC=1>O>[CH2:5]([O:7][P:8]([CH:13]([Cl:27])[C:14]1[CH:19]=[CH:18][C:17]([O:20][C:21]([F:24])([F:23])[F:22])=[CH:16][CH:15]=1)(=[O:12])[O:9][CH2:10][CH3:11])[CH3:6]. Procedure: 8.7 g (0.073 mol) of thionyl chloride were added to a mixture of 22.96 g (0.07 mol) of 4-trifluoromethoxy-α-hydroxy-benzylphosphonic acid diethyl ester, 70 ml of methylene chloride and 5.6 g (0.07 mol) of pyridine at 20°-40° C. in the course of about 1 hour, while cooling slightly with water. The reaction mixture was then heated to 50° C. for 3 hours and was subsequently stirred for 12 hours without further action of heat. The mixture was poured onto about 100 g of ice-water and the organic phas... Starting materials: C1CCOC1, CI, N#Cc1ccc(O)cc1Cl, [H-], [Na+]. The product is COc1ccc(C#N)c(Cl)c1. RXN SMILES: [CH2:15]1[O:16][CH2:17][CH2:18][CH2:19]1.[CH3:13][I:14].[Cl:3][c:4]1[c:5]([C:6]#[N:7])[cH:8][cH:9][c:10]([OH:12])[cH:11]1.[H-:1].[Na+:2]>>[Cl:3][c:4]1[c:5]([C:6]#[N:7])[cH:8][cH:9][c:10]([O:12][CH3:13])[cH:11]1. Starting materials: [H-].[Na+] (NaH), FC=1C=C(C=CC1OC)C=1C=NC=2C=C3C(=CC2N1)NN=C3 (7-(3-fluoro-4-methoxyphenyl)-1H-pyrazolo[3,4-g]quinoxaline), C1CCOC1 (THF), C(C=C)Br (allyl bromide). Run in O (water). Reaction conditions: time 10 minute. The product is C(C=C)N1N=CC=2C1=CC=1N=C(C=NC1C2)C2=CC(=C(C=C2)OC)F (1-allyl-7-(3-fluoro-4-methoxyphenyl)-1H-pyrazolo[3,4-g]quinoxaline), C(C=C)N1N=C2C=C3N=C(C=NC3=CC2=C1)C1=CC(=C(C=C1)OC)F (2-allyl-7-(3-fluoro-4-methoxy-phenyl)-2H-pyrazolo[3,4-g]quinoxaline). RXN SMILES: [F:1][C:2]1[CH:3]=[C:4]([C:10]2[CH:11]=[N:12][C:13]3[CH:14]=[C:15]4[CH:22]=[N:21][NH:20][C:16]4=[CH:17][C:18]=3[N:19]=2)[CH:5]=[CH:6][C:7]=1[O:8][CH3:9].[CH2:23]1[CH2:27]OC[CH2:24]1.[H-].[Na+].[CH2:30](Br)[CH:31]=[CH2:32]>O>[CH2:27]([N:20]1[C:16]2=[CH:17][C:18]3[N:19]=[C:10]([C:4]4[CH:5]=[CH:6][C:7]([O:8][CH3:9])=[C:2]([F:1])[CH:3]=4)[CH:11]=[N:12][C:13]=3[CH:14]=[C:15]2[CH:22]=[N:21]1)[CH:23]=[CH2:24].[CH2:32]([N:21]1[CH:22]=[C:15]2[C:16]([CH:17]=[C:18]3[C:13](=[CH:14]2)[N:12]=[CH:11][C:10]([C:4]2[CH:5]=[CH:6][C:7]([O:8][CH3:9])=[C:2]([F:1])[CH:3]=2)=[N:19]3)=[N:20]1)[CH:31]=[CH2:30] |f:2.3|. Procedure: To a suspension of 0.50 g of 7-(3-fluoro-4-methoxyphenyl)-1H-pyrazolo[3,4-g]quinoxaline, 30 ml of anhydrous THF is added 0.061 g of 60% NaH. It is stirred at room temperature for 10 minutes, then allyl bromide 0.206 g is added dropwise into the red mixture. The resulting mixture is stirred at room temperature overnight then poured into water, extracted with methylene chloride and the organic layer is separated, dried (Na2SO4), concentrated in vacuo which gives yellow crude product. This is purif...